Dataset: the Open Reaction Database (ORD), a public repository of structured organic reaction records. Task: describe an organic reaction: reactants, conditions, products, and yield Starting materials: CC(C)=C1C=CC(C)(CO)CC1, CC(C)O. Yields the product CC(C)C1=CCC(C)(CO)CC1. As a reaction SMILES: [C:1]([CH3:2])([CH3:3])=[C:4]1[CH:5]=[CH:6][C:7]([CH3:10])([CH2:11][OH:12])[CH2:8][CH2:9]1.[CH:13]([OH:14])([CH3:15])[CH3:16]>>[CH:1]([CH3:2])([CH3:3])[C:4]1=[CH:5][CH2:6][C:7]([CH3:10])([CH2:11][OH:12])[CH2:8][CH2:9]1. The reactants are OC(CC(C(=O)O)=NO)(C(=O)O)CC1=CNC2=CC=CC=C12 (4-hydroxy-4-(3-indolylmethyl)-2-hydroxyiminoglutaric acid), OC(CC(C(=O)O)=NO)(C(=O)O)CC1=CNC2=CC=CC=C12 (4-hydroxy-4-(3-indolylmethyl)-2-hydroxyiminoglutaric acid). The solvent is O (water). Product: N1C=C(C2=CC=CC=C12)CC(C(=O)O)=O (indole-3-pyruvic acid). Reaction SMILES: [OH:1][C:2]([CH2:13][C:14]1[C:22]2[C:17](=[CH:18][CH:19]=[CH:20][CH:21]=2)[NH:16][CH:15]=1)([C:10]([OH:12])=[O:11])CC(=NO)C(O)=O>O>[NH:16]1[C:17]2[C:22](=[CH:21][CH:20]=[CH:19][CH:18]=2)[C:14]([CH2:13][C:2](=[O:1])[C:10]([OH:12])=[O:11])=[CH:15]1. Procedure details: To a solution of aldol reaction containing 4-hydroxy-4-(3-indolylmethyl)-2-ketoglutaric acid is added an excess amount (about 4 equimolar amount for the used amount of indole-3-pyruvic acid) of hydroxyamine, and the mixture was adjusted to pH 7.0 to 10.0 by addition of 2N sodium hydroxide aqueous solution or 1N hydrochloric acid. 2) The mixture was stirred at room temperature overnight to form 4-hydroxy-4-(3-indolylmethyl)-2-hydroxyiminoglutaric acid. 3) A portion of the resulting reaction mixtu...